From a dataset of the Open Reaction Database (ORD), a public repository of structured organic reaction records. describe an organic reaction: reactants, conditions, products, and yield Reactants: CC1=C(NC2=C1C(N(CCC2)CCN2CCOCC2)=O)C=O (3-methyl-5-(2-morpholin-4-yl-ethyl)-4-oxo-1,4,5,6,7,8-hexahydro-pyrrolo[3,2-c]azepine-2-carbaldehyde), FC1=CC=C(C=C1)CS(=O)(=O)C=1C=C2CC(NC2=CC1)=O (5-(4-fluoro-phenylmethanesulfonyl)-1,3-dihydro-indol-2-one), N1CCCCC1 (piperidine). Product: title compound, CC1=CNC2=C1C(N(CCC2)CCN2CCOCC2)=O (3-methyl-5-(2-morpholinoethyl)-5,6,7,8-tetrahydropyrrolo[3,2-c]azepin-4(1H)-one). The yield is 166.4%. Reaction SMILES: [CH3:1][C:2]1[C:6]2[C:7](=[O:20])[N:8]([CH2:12][CH2:13][N:14]3[CH2:19][CH2:18][O:17][CH2:16][CH2:15]3)[CH2:9][CH2:10][CH2:11][C:5]=2[NH:4][C:3]=1C=O.FC1C=CC(CS(C2C=C3C(=CC=2)NC(=O)C3)(=O)=O)=CC=1.N1CCCCC1>C(O)C>[CH3:1][C:2]1[C:6]2[C:7](=[O:20])[N:8]([CH2:12][CH2:13][N:14]3[CH2:15][CH2:16][O:17][CH2:18][CH2:19]3)[CH2:9][CH2:10][CH2:11][C:5]=2[NH:4][CH:3]=1. Run in C(C)O (ethanol). Procedure: 3-Methyl-5-(2-morpholin-4-yl-ethyl)-4-oxo-1,4,5,6,7,8-hexahydro-pyrrolo[3,2-c]azepine-2-carbaldehyde 10c (80 mg, 0.26 mmol) and 5-(4-fluoro-phenylmethanesulfonyl)-1,3-dihydro-indol-2-one 65a (72 mg, 0.24 mmol) were dissolved in 2.5 ml of ethanol, and added with 42 μA of piperidine the solution at room temperature. Upon completion of the addition, the reaction mixture was heated to reflux for 3 hours. After thin lay chromatography showed the disappearance of starting materials, the reaction mixtu... Reactants: O=C1N(CCCC1CCC1=NC=2NCCCC2C=C1)CC(=O)OCC (Ethyl 2-Oxo-3-[2-(5,6,7,8-tetrahydro-[1,8]-naphthyridin-2-yl)ethyl]piperidin-1-yl-acetate), Cl (HCl). Yields the product O=C1N(CCCC1CCC1=NC=2NCCCC2C=C1)CC(=O)O (2-Oxo-3-[2-(5,6,7,8-tetrahydro[1,8]-naphthyridin-2-yl)ethyl]piperidin-1-yl-acetic acid). Reaction SMILES: [O:1]=[C:2]1[CH:7]([CH2:8][CH2:9][C:10]2[CH:19]=[CH:18][C:17]3[CH2:16][CH2:15][CH2:14][NH:13][C:12]=3[N:11]=2)[CH2:6][CH2:5][CH2:4][N:3]1[CH2:20][C:21]([O:23]CC)=[O:22].Cl>>[O:1]=[C:2]1[CH:7]([CH2:8][CH2:9][C:10]2[CH:19]=[CH:18][C:17]3[CH2:16][CH2:15][CH2:14][NH:13][C:12]=3[N:11]=2)[CH2:6][CH2:5][CH2:4][N:3]1[CH2:20][C:21]([OH:23])=[O:22]. Procedure details: A solution of 1-7 (71 mg, 0.21 mmol) and 6N HCl (15 mL) was stirred at 55° C. for 2 h, followed by concentration to give 1-8 as a pale yellow gum. TLC Rf =0.09 (silica, 20% CH3OH/EtOAc) Reactants: C(C#CC)OC=1C=C(C(=NC1)C=C)C (5-(but-2-yn-1-yloxy)-3-methyl-2-vinylpyridine), CC(=O)C.O (acetone water), NaIO4. The reagents and catalysts are O=[Os](=O)(=O)=O (OsO4). The solvent is ice. Reaction conditions: time 30 minute. Yields the product C(C#CC)OC=1C=C(C(=NC1)C=O)C (5-(but-2-yn-1-yloxy)-3-methylpicolinaldehyde), solid. Isolated yield 69.9%. Reaction SMILES: [CH2:1]([O:5][C:6]1[CH:7]=[C:8]([CH3:14])[C:9]([CH:12]=C)=[N:10][CH:11]=1)[C:2]#[C:3][CH3:4].CC(C)=[O:17].O>O=[Os](=O)(=O)=O>[CH2:1]([O:5][C:6]1[CH:7]=[C:8]([CH3:14])[C:9]([CH:12]=[O:17])=[N:10][CH:11]=1)[C:2]#[C:3][CH3:4] |f:1.2|. Procedure: OsO4 (2.5 wt. % sol. in tert-Butanol) (0.86 mL, 0.0027 mol) was added to a stirred solution of 5-(but-2-yn-1-yloxy)-3-methyl-2-vinylpyridine (5.1 g, 0.027 mol) in acetone/water (100:100 mL) at 0° C. The reaction mixture was allowed to stir for 30 min at ambient temperature. Then NaIO4 (23.2 g, 0.108 mol) was added and the reaction mixture was allowed to stir for additional 4 h at ambient temperature. The reaction mixture was diluted with ice cold water (200 mL) and extracted with EtOAc (3×200 mL...